Dataset: the Open Reaction Database (ORD), a public repository of structured organic reaction records. Task: describe an organic reaction: reactants, conditions, products, and yield Starting materials: BrC1=C(OC2CCN(CC2)C2=NOC(=N2)C=2C=NN(C2)CC(=O)OCC)C=C(C=C1)F (ethyl (4-{3-[4-(2-bromo-5-fluorophenoxy)piperidin-1-yl]-1,2,4-oxadiazol-5-yl}-1H-pyrazol-1-yl)acetate), [OH-].[Na+] (NaOH). Yields the product BrC1=C(OC2CCN(CC2)C2=NOC(=N2)C=2C=NN(C2)CC(=O)O)C=C(C=C1)F ((4-{3-[4-(2-Bromo-5-fluorophenoxy)piperidin-1-yl]-1,2,4-oxadiazol-5-yl}-1H-pyrazol-1-yl)acetic acid). RXN SMILES: [Br:1][C:2]1[CH:30]=[CH:29][C:28]([F:31])=[CH:27][C:3]=1[O:4][CH:5]1[CH2:10][CH2:9][N:8]([C:11]2[N:15]=[C:14]([C:16]3[CH:17]=[N:18][N:19]([CH2:21][C:22]([O:24]CC)=[O:23])[CH:20]=3)[O:13][N:12]=2)[CH2:7][CH2:6]1.[OH-].[Na+]>>[Br:1][C:2]1[CH:30]=[CH:29][C:28]([F:31])=[CH:27][C:3]=1[O:4][CH:5]1[CH2:10][CH2:9][N:8]([C:11]2[N:15]=[C:14]([C:16]3[CH:17]=[N:18][N:19]([CH2:21][C:22]([OH:24])=[O:23])[CH:20]=3)[O:13][N:12]=2)[CH2:7][CH2:6]1 |f:1.2|. Reported procedure: The title compound was prepared in a similar manner as described in Example 7 (step 5) from ethyl (4-{3-[4-(2-bromo-5-fluorophenoxy)piperidin-1-yl]-1,2,4-oxadiazol-5-yl}-1H-pyrazol-1-yl)acetate and aqueous NaOH. Reactants: O=c1[nH]nnn1-c1ccc(C(F)(F)F)cc1, CC(O)C1(c2ccc(F)cc2F)CO1, CC(n1nnn(-c2ccc(C(F)(F)F)cc2)c1=O)C1(c2ccc(F)cc2F)CO1. The product is CC(Oc1nnnn1-c1ccc(C(F)(F)F)cc1)C1(c2ccc(F)cc2F)CO1. As a reaction SMILES: [F:15][C:16]([c:17]1[cH:18][cH:19][c:20](-[n:23]2[n:24][n:25][nH:26][c:27]2=[O:28])[cH:21][cH:22]1)([F:29])[F:30].[F:1][c:2]1[c:3]([C:9]2([CH:12]([CH3:13])[OH:14])[O:10][CH2:11]2)[cH:4][cH:5][c:6]([F:8])[cH:7]1.[F:31][c:32]1[cH:33][c:34]([F:35])[cH:36][cH:37][c:38]1[C:39]1([CH:42]([n:43]2[c:44](=[O:45])[n:46](-[c:47]3[cH:48][cH:49][c:50]([C:51]([F:52])([F:53])[F:54])[cH:55][cH:56]3)[n:57][n:58]2)[CH3:59])[O:40][CH2:41]1>>[F:1][c:2]1[c:3]([C:9]2([CH:12]([CH3:13])[O:14][c:27]3[n:23](-[c:20]4[cH:19][cH:18][c:17]([C:16]([F:15])([F:29])[F:30])[cH:22][cH:21]4)[n:24][n:25][n:26]3)[O:10][CH2:11]2)[cH:4][cH:5][c:6]([F:8])[cH:7]1. Starting materials: CN, N#Cc1cc(-c2ccccc2)c(-c2ccc(CN3CCC(n4c(=O)[nH]c5ccccc54)CC3)cc2)nc1Cl. The product is CNc1nc(-c2ccc(CN3CCC(n4c(=O)[nH]c5ccccc54)CC3)cc2)c(-c2ccccc2)cc1C#N. Reaction SMILES: [CH3:39][NH2:40].[Cl:1][c:2]1[c:3]([C:4]#[N:5])[cH:6][c:7](-[c:33]2[cH:34][cH:35][cH:36][cH:37][cH:38]2)[c:8](-[c:10]2[cH:11][cH:12][c:13]([CH2:16][N:17]3[CH2:18][CH2:19][CH:20]([n:23]4[c:24](=[O:32])[nH:25][c:26]5[c:27]4[cH:28][cH:29][cH:30][cH:31]5)[CH2:21][CH2:22]3)[cH:14][cH:15]2)[n:9]1>>[c:2]1([NH:40][CH3:39])[c:3]([C:4]#[N:5])[cH:6][c:7](-[c:33]2[cH:34][cH:35][cH:36][cH:37][cH:38]2)[c:8](-[c:10]2[cH:11][cH:12][c:13]([CH2:16][N:17]3[CH2:18][CH2:19][CH:20]([n:23]4[c:24](=[O:32])[nH:25][c:26]5[c:27]4[cH:28][cH:29][cH:30][cH:31]5)[CH2:21][CH2:22]3)[cH:14][cH:15]2)[n:9]1. The reactants are BrCCCOC=1C=C(C=CC1)C1=NOC2=C1SC=C2 (3-[3-(3-bromo-propoxy)-phenyl]-thieno[2,3-d]isoxazole), ClCCCOC=1C=C(C=CC1)C1=NOC2=C1SC=C2 (3-[3-(3-chloro-propoxy)-phenyl]-thieno[2,3-d]isoxazole), NCC(O)C1=CC=CC=C1 (2-amino-1-phenylethanol), C([O-])([O-])=O.[K+].[K+] (potassium carbonate). The product is C1(=CC=CC=C1)C(CNCCCOC1=CC(=CC=C1)C1=NOC2=C1SC=C2)O (1-phenyl-2-[3-(3-thieno[2,3-d]isoxazol-3-yl-phenoxy)-propylamino]-ethanol). Isolated yield 100.0%. Reaction SMILES: Br[CH2:2][CH2:3][CH2:4][O:5][C:6]1[CH:7]=[C:8]([C:12]2[C:16]3[S:17][CH:18]=[CH:19][C:15]=3[O:14][N:13]=2)[CH:9]=[CH:10][CH:11]=1.ClCCCOC1C=C(C2C3SC=CC=3ON=2)C=CC=1.[NH2:39][CH2:40][CH:41]([C:43]1[CH:48]=[CH:47][CH:46]=[CH:45][CH:44]=1)[OH:42].C(=O)([O-])[O-].[K+].[K+]>>[C:43]1([CH:41]([OH:42])[CH2:40][NH:39][CH2:2][CH2:3][CH2:4][O:5][C:6]2[CH:11]=[CH:10][CH:9]=[C:8]([C:12]3[C:16]4[S:17][CH:18]=[CH:19][C:15]=4[O:14][N:13]=3)[CH:7]=2)[CH:48]=[CH:47][CH:46]=[CH:45][CH:44]=1 |f:3.4.5|. Procedure details: The title compound is prepared from a mixture of 3-[3-(3-bromo-propoxy)-phenyl]-thieno[2,3-d]isoxazole, 3-[3-(3-chloro-propoxy)-phenyl]-thieno[2,3-d]isoxazole, 2-amino-1-phenylethanol and potassium carbonate essentially as described above in example 4 except that the column is eluted with a mixture of dichloromethane:methanol (95:5). Combine the appropriate fractions and concentrate to give the title compound (0.62 g, 100% Yield) as a solid. Purity by LC/MS (APCI)=100% area, [M+H]+=395 m/e.